From a dataset of the Open Reaction Database (ORD), a public repository of structured organic reaction records. describe an organic reaction: reactants, conditions, products, and yield Starting materials: OCC1=NC=C([N+](=C1)[O-])C (2-Hydroxymethyl-5-methylpyrazine-4-oxide), S(=O)(Cl)Cl (thionyl chloride), C1=CC=CC=C1 (benzene), [Na] (sodium). Reagents/catalysts: [Cl-].[Cl-].[Zn+2] (ZnCl2). Run in CO (methyl alcohol). Reaction conditions: time 3 hour. Yields the product COCC1=NC=C([N+](=C1)[O-])C (2-methoxymethyl-5-methylpyrazine-4-oxide). Yield: 152.0%. RXN SMILES: [OH:1][CH2:2][C:3]1[CH:8]=[N+:7]([O-:9])[C:6]([CH3:10])=[CH:5][N:4]=1.S(Cl)(Cl)=O.[Na].[CH:16]1C=CC=CC=1>CO.[Cl-].[Cl-].[Zn+2]>[CH3:16][O:1][CH2:2][C:3]1[CH:8]=[N+:7]([O-:9])[C:6]([CH3:10])=[CH:5][N:4]=1 |f:5.6.7,^1:14|. Reported procedure: 2-Hydroxymethyl-5-methylpyrazine-4-oxide (3.5 g) was dissolved under stirring in a solution of 8 ml of thionyl chloride in 20 ml of dry benzene containing 0.5 g of ZnCl2, keeping the temperature below 30° C. The reaction mixture was cautiously warmed 3 hours at 60° C., then cooled to room temperature, and filtered. The solvent was evaporated under reduced pressure. The oily residue was dissolved in a solution of sodium methoxide in methyl alcohol, previously prepared dissolving 0.6 of sodium in ...